From a dataset of the Open Reaction Database (ORD), a public repository of structured organic reaction records. describe an organic reaction: reactants, conditions, products, and yield RXN SMILES: [Br:1][C:2]1[CH:3]=[C:4](O)[C:5](=[CH:7][CH:8]=1)[OH:6].[C:10](=[O:13])([O-])[O-].[K+].[K+].[CH2:16](I)[CH3:17].O.[CH3:20]N(C=O)C>>[Br:1][C:2]1[CH:3]=[CH:4][C:5]([O:6][CH2:16][CH3:17])=[C:7]([O:13][CH2:10][CH3:20])[CH:8]=1 |f:1.2.3|. Product: BrC1=CC(=C(C=C1)OCC)OCC (4-bromo-1,2-diethoxybenzene). Procedure: To a mixture of 4-bromocathechol (8.43 g) and potassium carbonate (15.4 g) in DMF (80 ml) was added at room temperature ethyl iodide (7.5 ml), and the mixture was stirred for 15 hours. To the mixture was added water, and the mixture was extracted with hexane. The organic layer was washed with water and saturated brine, dried with magnesium sulfate and concentrated under reduced pressure, and the residue purified with silica gel column chromatography (ethyl acetate/hexane=1:4) to give yellow oil ... Starting materials: O (water), BrC=1C=C(C(O)=CC1)O (4-bromocathechol), C([O-])([O-])=O.[K+].[K+] (potassium carbonate), CN(C)C=O (DMF), C(C)I (ethyl iodide). Run at time 15 hour. The reactants are CC(Cl)OC(=O)Cl, ClCCl, O=C1CN(Cc2ccccc2)CCN1c1cccc(Cl)n1. Product: O=C1CNCCN1c1cccc(Cl)n1. Reaction SMILES: [Cl:1][CH:2]([O:3][C:4]([Cl:5])=[O:6])[CH3:7].[Cl:29][CH2:30][Cl:31].[c:8]1([CH2:9][N:15]2[CH2:16][C:17](=[O:28])[N:18]([c:21]3[n:22][c:23]([Cl:27])[cH:24][cH:25][cH:26]3)[CH2:19][CH2:20]2)[cH:10][cH:11][cH:12][cH:13][cH:14]1>>[NH:15]1[CH2:16][C:17](=[O:28])[N:18]([c:21]2[n:22][c:23]([Cl:27])[cH:24][cH:25][cH:26]2)[CH2:19][CH2:20]1. Starting materials: COC(=O)c1nc(C(F)(F)F)n2c1CN(C(=O)OC(C)(C)C)CC2, CO, Cl, [Na+], [OH-]. Yields the product CC(C)(C)OC(=O)N1CCn2c(C(F)(F)F)nc(C(=O)O)c2C1. Reaction SMILES: [CH3:1][O:2][C:3](=[O:4])[c:5]1[n:6][c:7]([C:21]([F:22])([F:23])[F:24])[n:8]2[c:9]1[CH2:10][N:11]([C:14](=[O:15])[O:16][C:17]([CH3:18])([CH3:19])[CH3:20])[CH2:12][CH2:13]2.[CH3:28][OH:29].[ClH:27].[Na+:26].[OH-:25]>>[O:2]=[C:3]([OH:4])[c:5]1[n:6][c:7]([C:21]([F:22])([F:23])[F:24])[n:8]2[c:9]1[CH2:10][N:11]([C:14](=[O:15])[O:16][C:17]([CH3:18])([CH3:19])[CH3:20])[CH2:12][CH2:13]2. Starting materials: CCOC(=O)CCC(C(=O)OCC)(C(=O)OCC)c1ccccc1, C1CCOC1, CCO, [Na+], [OH-]. Yields the product CCOC(=O)C(CCC(=O)O)(C(=O)OCC)c1ccccc1. Reaction SMILES: [CH2:1]([CH3:2])[O:3][C:4]([C:5]([CH2:6][CH2:7][C:8](=[O:9])[O:10][CH2:11][CH3:12])([c:13]1[cH:14][cH:15][cH:16][cH:17][cH:18]1)[C:19](=[O:20])[O:21][CH2:22][CH3:23])=[O:24].[CH2:27]1[O:28][CH2:29][CH2:30][CH2:31]1.[CH3:32][CH2:33][OH:34].[Na+:26].[OH-:25]>>[CH2:1]([CH3:2])[O:3][C:4]([C:5]([CH2:6][CH2:7][C:8](=[O:9])[OH:10])([c:13]1[cH:14][cH:15][cH:16][cH:17][cH:18]1)[C:19](=[O:20])[O:21][CH2:22][CH3:23])=[O:24]. Starting materials: C(C)(C)(C)OC(=O)N1CCC(CC1)NC(=O)C1=COC2=C1C=NC(=C2O[C@H](C)C2=C(C(=CC=C2Cl)F)Cl)N (4-({6-amino-7-[(R)-1-(2,6-dichloro-3-fluorophenyl)ethoxy]furo[3,2-c]pyridine-3-carbonyl}-amino)-piperidine-1-carboxylic acid tert-butyl ester), Cl (HCl). Run in C(Cl)Cl (DCM), CCOCC (Et2O). Conditions: time 8 hour. Product: N1CCC(CC1)NC(=O)C1=COC2=C1C=NC(=C2O[C@H](C)C2=C(C(=CC=C2Cl)F)Cl)N (6-Amino-7-[(R)-1-(2,6-dichloro-3-fluorophenyl)ethoxy]furo[3,2-c]pyridine-3-carboxylic acid piperidin-4-ylamide). As a reaction SMILES: C(OC([N:8]1[CH2:13][CH2:12][CH:11]([NH:14][C:15]([C:17]2[C:21]3[CH:22]=[N:23][C:24]([NH2:38])=[C:25]([O:26][C@@H:27]([C:29]4[C:34]([Cl:35])=[CH:33][CH:32]=[C:31]([F:36])[C:30]=4[Cl:37])[CH3:28])[C:20]=3[O:19][CH:18]=2)=[O:16])[CH2:10][CH2:9]1)=O)(C)(C)C.Cl>C(Cl)Cl.CCOCC>[NH:8]1[CH2:13][CH2:12][CH:11]([NH:14][C:15]([C:17]2[C:21]3[CH:22]=[N:23][C:24]([NH2:38])=[C:25]([O:26][C@@H:27]([C:29]4[C:34]([Cl:35])=[CH:33][CH:32]=[C:31]([F:36])[C:30]=4[Cl:37])[CH3:28])[C:20]=3[O:19][CH:18]=2)=[O:16])[CH2:10][CH2:9]1. Procedure details: To a solution of 4-({6-amino-7-[(R)-1-(2,6-dichloro-3-fluorophenyl)ethoxy]furo[3,2-c]pyridine-3-carbonyl}-amino)-piperidine-1-carboxylic acid tert-butyl ester (6.0 mg, 0.01 mmol) in DCM (0.2 mL) was added 1M HCl in Et2O (0.5 mL). The resulting mixture was stirred at rt overnight. LC-MS showed the reaction was complete and gave the desired product. Evaporation under reduced gave the title compound as a white solid. LC-MS (ES+): 467.00/469.04 [MH+]. The reactants are SCC(=O)OCC (ethyl mercaptoacetate), CCOC(=O)C (EtOAc), [H-].[Na+] (sodium hydride), COC(=O)C1=NC(=C(C=C1F)Br)N (6-Amino-5-bromo-3-fluoro-pyridine-2-carboxylic acid methyl ester). Run in CN(C)C=O (DMF). The product is COC(=O)C1=NC(=C(C=C1F)SCC(=O)OCC)N (6-Amino-5-ethoxycarbonylmethylthio-3-fluoropyridine-2-carboxylic acid methyl ester). RXN SMILES: [SH:1][CH2:2][C:3]([O:5][CH2:6][CH3:7])=[O:4].[H-].[Na+].[CH3:10][O:11][C:12]([C:14]1[C:19]([F:20])=[CH:18][C:17](Br)=[C:16]([NH2:22])[N:15]=1)=[O:13].CCOC(C)=O>CN(C=O)C>[CH3:10][O:11][C:12]([C:14]1[C:19]([F:20])=[CH:18][C:17]([S:1][CH2:2][C:3]([O:5][CH2:6][CH3:7])=[O:4])=[C:16]([NH2:22])[N:15]=1)=[O:13] |f:1.2|. Procedure: A solution of ethyl mercaptoacetate (1.15 ml) in DMF (40 ml) was ice-cooled under argon, treated with sodium hydride (420 mg of a 60% dispersion in oil) and stirred until all was in solution (about 1 hour). The ester (a) (2.48 g) was added, the mixture allowed to warm to room temp. and stirred overnight. EtOAc (150 ml) was added, the solution washed with water (3×150 ml), dried and evaporated. Chromatography of the residue (40% EtOAc in hexane) gave an oil (1.7 g). Starting materials: [Al+3], [Br-], [C-]#N, CCCC[N+](CCCC)(CCCC)CCCC, COc1ccc2c(c1)CCCC2=O, [Cl-], [Cl-], [Cl-], [Na+], O=[N+]([O-])c1ccccc1. Yields the product COc1ccc2c(c1)CCC=C2C#N. As a reaction SMILES: [Al+3:18].[Br-:21].[C-:1]#[N:2].[CH3:22][CH2:23][CH2:24][CH2:25][N+:26]([CH2:27][CH2:28][CH2:29][CH3:30])([CH2:31][CH2:32][CH2:33][CH3:34])[CH2:35][CH2:36][CH2:37][CH3:38].[CH3:4][O:5][c:6]1[cH:7][c:8]2[c:13]([cH:14][cH:15]1)[C:12](=[O:16])[CH2:11][CH2:10][CH2:9]2.[Cl-:17].[Cl-:19].[Cl-:20].[Na+:3].[O-:39][N+:40]([c:41]1[cH:42][cH:43][cH:44][cH:45][cH:46]1)=[O:47]>>[C:1](#[N:2])[C:12]1=[CH:11][CH2:10][CH2:9][c:8]2[cH:7][c:6]([O:5][CH3:4])[cH:15][cH:14][c:13]21. Reactants: Cc1ccccc1, O=C=NC(=O)C1CCCCC1, O=C1Cc2ccccc2N1. RXN SMILES: [CH3:22][c:23]1[cH:24][cH:25][cH:26][cH:27][cH:28]1.[CH:11]1([C:17](=[O:18])[N:19]=[C:20]=[O:21])[CH2:12][CH2:13][CH2:14][CH2:15][CH2:16]1.[NH:1]1[C:2](=[O:10])[CH2:3][c:4]2[cH:5][cH:6][cH:7][cH:8][c:9]21>>[N:1]1([C:20]([NH:19][C:17]([CH:11]2[CH2:12][CH2:13][CH2:14][CH2:15][CH2:16]2)=[O:18])=[O:21])[C:2](=[O:10])[CH2:3][c:4]2[cH:5][cH:6][cH:7][cH:8][c:9]21. Yields the product O=C(NC(=O)N1C(=O)Cc2ccccc21)C1CCCCC1. Reactants: O (water), [Si](C)(C)(C(C)(C)C)Cl (tert-butyldimethylsilyl chloride), N1C=NC=C1 (imidazole), N1=CC=C(C=C1)CO (Pyridin-4-ylmethanol). Run in CN(C=O)C (N,N-dimethylformamide). Reaction conditions: time 8 hour. Product: [Si](C)(C)(C(C)(C)C)OCC1=CC=NC=C1 (4-(tert-Butyldimethylsilyloxymethyl)pyridine). Isolated yield 100.7%. Reaction SMILES: [N:1]1[CH:6]=[CH:5][C:4]([CH2:7][OH:8])=[CH:3][CH:2]=1.[Si:9](Cl)([C:12]([CH3:15])([CH3:14])[CH3:13])([CH3:11])[CH3:10].N1C=CN=C1.O>CN(C)C=O>[Si:9]([O:8][CH2:7][C:4]1[CH:5]=[CH:6][N:1]=[CH:2][CH:3]=1)([C:12]([CH3:15])([CH3:14])[CH3:13])([CH3:11])[CH3:10]. Procedure details: Pyridin-4-ylmethanol (2.2 g, 20 mmol) was dissolved in N,N-dimethylformamide, and tert-butyldimethylsilyl chloride (3.3 g, 22 mmol) and imidazole (2.0 g, 30 mmol were added thereto. The mixture was stirred at a room temperature overnight. After the completion of the reaction was confirmed by HPLC, water was added to the mixture, and the extraction with diethyl ether was performed 3 times. The combined organic layer was washed with a saturated saline solution and dried over magnesium sulfate, and... The solvent is CN(C)C=O (DMF). Procedure details: A mixture of 5-Cyano-2-ethyl-7-methyl-3-(2'-(tetrazol-5-yl)biphen-4-yl)methyl-3H-imidazo[4,5-b]pyridine (54 mg), trimethylstannyl azide (79 mg), toluene (5 mL), and DMF (1 mL) was heated to 110° C. for 24 hour. Concentration and purification (SiO2, 70/30/1 CH2Cl2 /MeOH/NH4OH) gave 47 mg solid. Reaction conditions: temperature 110 celsius. Yield: 79.0%. Reaction SMILES: [C:1]([C:3]1[N:8]=[C:7]2[N:9]([CH2:14][C:15]3[CH:20]=[CH:19][C:18]([C:21]4[CH:26]=[CH:25][CH:24]=[CH:23][C:22]=4[C:27]4[NH:31][N:30]=[N:29][N:28]=4)=[CH:17][CH:16]=3)[C:10]([CH2:12][CH3:13])=[N:11][C:6]2=[C:5]([CH3:32])[CH:4]=1)#[N:2].C[Sn]([N:37]=[N+:38]=[N-:39])(C)C.C1(C)C=CC=CC=1>CN(C=O)C>[CH2:12]([C:10]1[N:9]([CH2:14][C:15]2[CH:16]=[CH:17][C:18]([C:21]3[CH:26]=[CH:25][CH:24]=[CH:23][C:22]=3[C:27]3[NH:31][N:30]=[N:29][N:28]=3)=[CH:19][CH:20]=2)[C:7]2=[N:8][C:3]([C:1]3[NH:39][N:38]=[N:37][N:2]=3)=[CH:4][C:5]([CH3:32])=[C:6]2[N:11]=1)[CH3:13]. Yields the product C(C)C1=NC=2C(=NC(=CC2C)C2=NN=NN2)N1CC1=CC=C(C=C1)C1=C(C=CC=C1)C1=NN=NN1 (2-Ethyl-7-methyl-5-(tetrazol-5-yl)-3-(2'-(tetrazol-5-yl)biphen-4-yl)methyl-3H-imidazo[4,5-b]pyridine). Starting materials: C(#N)C1=CC(=C2C(=N1)N(C(=N2)CC)CC2=CC=C(C=C2)C2=C(C=CC=C2)C2=NN=NN2)C (5-Cyano-2-ethyl-7-methyl-3-(2'-(tetrazol-5-yl)biphen-4-yl)methyl-3H-imidazo[4,5-b]pyridine), C[Sn](C)(C)N=[N+]=[N-] (trimethylstannyl azide), C1(=CC=CC=C1)C (toluene).